This data is from the Open Reaction Database (ORD), a public repository of structured organic reaction records. The task is: describe an organic reaction: reactants, conditions, products, and yield Reactants: C(C1=CC=CC=C1)N1CCC(CC1)(C1=CC=CC2=CC=CC=C12)O (1-benzyl-4-hydroxy-4-(naphth-1-yl)piperidine). The reagents and catalysts are [Pd] (palladium on carbon). Run in CO (methanol). Reaction conditions: time 2 day. Product: OC1(CCNCC1)C1=CC=CC2=CC=CC=C12 (4-hydroxy-4-(naphth-1-yl)piperidine). Yield: 49.2%. As a reaction SMILES: C([N:8]1[CH2:13][CH2:12][C:11]([OH:24])([C:14]2[C:23]3[C:18](=[CH:19][CH:20]=[CH:21][CH:22]=3)[CH:17]=[CH:16][CH:15]=2)[CH2:10][CH2:9]1)C1C=CC=CC=1>[Pd].CO>[OH:24][C:11]1([C:14]2[C:23]3[C:18](=[CH:19][CH:20]=[CH:21][CH:22]=3)[CH:17]=[CH:16][CH:15]=2)[CH2:10][CH2:9][NH:8][CH2:13][CH2:12]1. Procedure: A mixture of 1.5 gm (4.7 mMol) 1-benzyl-4-hydroxy-4-(naphth-1-yl)piperidine and 0.1 gm 5% palladium on carbon in 45 mL methanol was stirred under a hydrogen atmosphere for 2 days at room temperature. The reaction mixture was then filtered through a bed of celite and the filtrate concentrated under reduced pressure. The residue was subjected to flash silica gel chromatography, eluting with dichloromethane containing 17% methanol. Fractions containing product were combined and concentrated under r... The reactants are C(C)N(C(C)C)C(C)C (N-ethyldiisopropylamine), BrCC=1C(=CC=CC1)CBr (α,α'-dibromo-o-xylene), NCC1=NC(=NO1)C=1N=CN2C1CN(C(C1=C2C=CC(=C1)F)=O)C (3-(5-aminomethyl-1,2,4-oxadiazol-3-yl)-8-fluoro-5-methyl-5,6-dihydro-4H-imidazo[1,5-a][1,4]benzodiazepin-6-one), C(Cl)Cl (methylene chloride). Conditions: time 7 hour. The product is Cl.FC=1C=CC2=C(C(N(CC=3N2C=NC3C3=NOC(=N3)CN3CC2=CC=CC=C2C3)C)=O)C1 (8-fluoro-3-(5-isoindolin-2-ylmethyl-1,2,4-oxadiazol-3-yl)-5-methyl-5,6-dihydro-4H-imidazo[1,5-a][1,4]benzodiazepin-6-one hydrochloride). Isolated yield 26.0%. As a reaction SMILES: [NH2:1][CH2:2][C:3]1[O:7][N:6]=[C:5]([C:8]2[N:9]=[CH:10][N:11]3[C:17]4[CH:18]=[CH:19][C:20]([F:22])=[CH:21][C:16]=4[C:15](=[O:23])[N:14]([CH3:24])[CH2:13][C:12]=23)[N:4]=1.C(N(C(C)C)C(C)C)C.Br[CH2:35][C:36]1[C:37]([CH2:42]Br)=[CH:38][CH:39]=[CH:40][CH:41]=1.C(Cl)[Cl:45]>>[ClH:45].[F:22][C:20]1[CH:19]=[CH:18][C:17]2[N:11]3[CH:10]=[N:9][C:8]([C:5]4[N:4]=[C:3]([CH2:2][N:1]5[CH2:42][C:37]6[C:36](=[CH:41][CH:40]=[CH:39][CH:38]=6)[CH2:35]5)[O:7][N:6]=4)=[C:12]3[CH2:13][N:14]([CH3:24])[C:15](=[O:23])[C:16]=2[CH:21]=1 |f:4.5|. Reported procedure: A suspension of 0.49 g (1.5 mmol) of 3-(5-aminomethyl-1,2,4-oxadiazol-3-yl)-8-fluoro-5-methyl-5,6-dihydro-4H-imidazo[1,5-a][1,4]benzodiazepin-6-one in 8 ml of methylene chloride was treated under argon with 0.77 ml (4.5 mmol) of N-ethyldiisopropylamine and 0.475 g (1.8 mmol) of α,α'-dibromo-o-xylene and stirred at room temperature under argon for 7 hrs. The solution was washed once with 10 ml of water, dried with sodium sulfate, filtered and evaporated. The crude product was purified by chromato... Reactants: B(Br)(Br)Br (Boron tribromide), C(C)(C)C=1C=C2C=CC=C(C2=CC1OC)C (6-Isopropyl-7-methoxy-1-methyl-naphthalene), ice water. Run in C(Cl)Cl (methylene chloride). Reaction conditions: temperature 0 celsius, time 1 hour. Product: C(C)(C)C=1C(=CC2=C(C=CC=C2C1)C)O (3-isopropyl-8-methyl-naphthalen-2-ol). The yield is 91.3%. RXN SMILES: [CH:1]([C:4]1[CH:5]=[C:6]2[C:11](=[CH:12][C:13]=1[O:14]C)[C:10]([CH3:16])=[CH:9][CH:8]=[CH:7]2)([CH3:3])[CH3:2].B(Br)(Br)Br>C(Cl)Cl>[CH:1]([C:4]1[C:13]([OH:14])=[CH:12][C:11]2[C:6]([CH:5]=1)=[CH:7][CH:8]=[CH:9][C:10]=2[CH3:16])([CH3:3])[CH3:2]. Procedure details: 6-Isopropyl-7-methoxy-1-methyl-naphthalene (2.1 g, 9.79 mmol) was dissolved in 30 mL methylene chloride and the resulting solution was cooled in an ice bath. Boron tribromide (3.3 mL, 2.2 mmol in methylene chloride) was added dropwise, and the solution was stirred for one hour at 0° C. under nitrogen atmosphere, then for 18 hours at room temperature. The reaction mixture was poured into ice water and extracted with methylene chloride. The combined organic layers were washed with brine, dried (Na... The reactants are ClC1=NC=C(C=N1)B(O)O ((2-Chloropyrimidin-5-yl)boronic acid), N1CCC(CC1)C(=O)OCC (ethyl piperidine-4-carboxylate). Solvent: O1CCOCC1 (1,4-dioxane). Reaction conditions: temperature 60 celsius. Yields the product C(C)OC(=O)C1CCN(CC1)C1=NC=C(C=N1)B(O)O ({2-[4-(Ethoxycarbonyl)piperidin-1-yl]pyrimidin-5-yl}boronic acid). The yield is 49.3%. RXN SMILES: Cl[C:2]1[N:7]=[CH:6][C:5]([B:8]([OH:10])[OH:9])=[CH:4][N:3]=1.[NH:11]1[CH2:16][CH2:15][CH:14]([C:17]([O:19][CH2:20][CH3:21])=[O:18])[CH2:13][CH2:12]1>O1CCOCC1>[CH2:20]([O:19][C:17]([CH:14]1[CH2:15][CH2:16][N:11]([C:2]2[N:7]=[CH:6][C:5]([B:8]([OH:10])[OH:9])=[CH:4][N:3]=2)[CH2:12][CH2:13]1)=[O:18])[CH3:21]. Procedure details: (2-Chloropyrimidin-5-yl)boronic acid (2 g, 13 mmol) and ethyl piperidine-4-carboxylate (1.94 mL, 13 mmol) were dissolved in 1,4-dioxane (20 mL) and heated to 60° C. under microwave irradiation for 1 h. The reaction mixture was concentrated to dryness and partitioned between EtOAc and water. The organic layer was separated, washed with brine, dried over Na2SO4 and concentrated to dryness, to afford the title compound (1.79 g, 51%) as a yellow gum. Method C HPLC-MS: MH+ m/z 280, RT 0.94 minutes (8... Starting materials: CN(C)CCN, CCN=C=NCCCN(C)C, CN(C)c1ccncc1, ClCCl, Cl, [Na+], O=C([O-])O, CC1=C(C(=O)[O-])C(c2cccc(Cl)c2)C(C(=O)OCCC(c2ccccc2)c2ccccc2)=C(C)N1. The product is CC1=C(C(=O)NCCN(C)C)C(c2cccc(Cl)c2)C(C(=O)OCCC(c2ccccc2)c2ccccc2)=C(C)N1. RXN SMILES: [CH3:37][N:38]([CH2:39][CH2:40][NH2:41])[CH3:42].[CH3:44][N:45]([CH3:46])[CH2:47][CH2:48][CH2:49][N:50]=[C:51]=[N:52][CH2:53][CH3:54].[CH3:60][N:61]([CH3:62])[c:63]1[cH:64][cH:65][n:66][cH:67][cH:68]1.[Cl:69][CH2:70][Cl:71].[ClH:43].[Na+:55].[OH:56][C:57](=[O:58])[O-:59].[c:1]1([CH:7]([CH2:8][CH2:9][O:10][C:11](=[O:12])[C:13]2=[C:14]([CH3:30])[NH:15][C:16]([CH3:29])=[C:17]([C:26](=[O:27])[O-:28])[CH:18]2[c:19]2[cH:20][c:21]([Cl:25])[cH:22][cH:23][cH:24]2)[c:31]2[cH:32][cH:33][cH:34][cH:35][cH:36]2)[cH:2][cH:3][cH:4][cH:5][cH:6]1>>[c:1]1([CH:7]([CH2:8][CH2:9][O:10][C:11](=[O:12])[C:13]2=[C:14]([CH3:30])[NH:15][C:16]([CH3:29])=[C:17]([C:26](=[O:28])[NH:41][CH2:40][CH2:39][N:38]([CH3:37])[CH3:42])[CH:18]2[c:19]2[cH:20][c:21]([Cl:25])[cH:22][cH:23][cH:24]2)[c:31]2[cH:32][cH:33][cH:34][cH:35][cH:36]2)[cH:2][cH:3][cH:4][cH:5][cH:6]1.